Dataset: the Open Reaction Database (ORD), a public repository of structured organic reaction records. Task: describe an organic reaction: reactants, conditions, products, and yield Starting materials: C1COCCN1, C1CCOC1, C=CCn1c(C#N)nc2c1c(=O)n(C)c(=O)n2CCCCC, CS(C)=O, c1ccc(P(c2ccccc2)(c2ccccc2)[Pd](P(c2ccccc2)(c2ccccc2)c2ccccc2)(P(c2ccccc2)(c2ccccc2)c2ccccc2)P(c2ccccc2)(c2ccccc2)c2ccccc2)cc1. Yields the product CCCCCn1c(=O)n(C)c(=O)c2[nH]c(C#N)nc21. As a reaction SMILES: [CH2:23]1[NH:24][CH2:25][CH2:26][O:27][CH2:28]1.[CH2:33]1[O:34][CH2:35][CH2:36][CH2:37]1.[CH3:1][n:2]1[c:3](=[O:22])[n:4]([CH2:17][CH2:18][CH2:19][CH2:20][CH3:21])[c:5]2[n:6][c:7]([C:15]#[N:16])[n:8]([CH2:12][CH:13]=[CH2:14])[c:9]2[c:10]1=[O:11].[CH3:29][S:30]([CH3:31])=[O:32].[cH:38]1[cH:39][cH:40][c:41]([P:42]([Pd:43]([P:44]([c:45]2[cH:46][cH:47][cH:48][cH:49][cH:50]2)([c:51]2[cH:52][cH:53][cH:54][cH:55][cH:56]2)[c:57]2[cH:58][cH:59][cH:60][cH:61][cH:62]2)([P:63]([c:64]2[cH:65][cH:66][cH:67][cH:68][cH:69]2)([c:70]2[cH:71][cH:72][cH:73][cH:74][cH:75]2)[c:76]2[cH:77][cH:78][cH:79][cH:80][cH:81]2)[P:82]([c:83]2[cH:84][cH:85][cH:86][cH:87][cH:88]2)([c:89]2[cH:90][cH:91][cH:92][cH:93][cH:94]2)[c:95]2[cH:96][cH:97][cH:98][cH:99][cH:100]2)([c:101]2[cH:102][cH:103][cH:104][cH:105][cH:106]2)[c:107]2[cH:108][cH:109][cH:110][cH:111][cH:112]2)[cH:113][cH:114]1>>[CH3:1][n:2]1[c:3](=[O:22])[n:4]([CH2:17][CH2:18][CH2:19][CH2:20][CH3:21])[c:5]2[n:6][c:7]([C:15]#[N:16])[nH:8][c:9]2[c:10]1=[O:11]. Starting materials: C1(CCCC1)SC(C(=O)NC=1SC=CN1)C1=CC(=C(C=C1)Cl)Cl (rac-2-cyclopentylsulfanyl-2-(3,4-dichloro-phenyl)-N-thiazol-2-yl-acetamide), I(=O)(=O)(=O)[O-].[Na+] (sodium periodate). Run in CO (methanol), O (water). Conditions: temperature 25 celsius, time 6 hour. The product is hexanes ethyl acetate, C1(CCCC1)S(=O)C(C(=O)NC=1SC=CN1)C1=CC(=C(C=C1)Cl)Cl (rac-2-cyclopentanesulfinyl-2-(3,4-dichloro-phenyl)-N-thiazol-2-yl-acetamide). Isolated yield 64.8%. Reaction SMILES: [CH:1]1([S:6][CH:7]([C:16]2[CH:21]=[CH:20][C:19]([Cl:22])=[C:18]([Cl:23])[CH:17]=2)[C:8]([NH:10][C:11]2[S:12][CH:13]=[CH:14][N:15]=2)=[O:9])[CH2:5][CH2:4][CH2:3][CH2:2]1.I([O-])(=O)(=O)=[O:25].[Na+]>CO.O>[CH:1]1([S:6]([CH:7]([C:16]2[CH:21]=[CH:20][C:19]([Cl:22])=[C:18]([Cl:23])[CH:17]=2)[C:8]([NH:10][C:11]2[S:12][CH:13]=[CH:14][N:15]=2)=[O:9])=[O:25])[CH2:5][CH2:4][CH2:3][CH2:2]1 |f:1.2|. Procedure details: To a solution of rac-2-cyclopentylsulfanyl-2-(3,4-dichloro-phenyl)-N-thiazol-2-yl-acetamide (Example 10; 34 mg, 0.088 mmol) in methanol (2 mL) was added a solution of sodium periodate (34 mg, 0.16 mmol) in water (1 mL) and the mixture was stirred at 25° C. After 6 h, the precipitate was filtered off and washed with dichloromethane (15 mL). The organic layer was set aside and the aqueous layer was extracted with dichloromethane (3×10 mL). The combined organic layers were dried over sodium sulfate... Starting materials: Cl.CN(CCCN=C=NCC)C (1-(3-Dimethylaminopropyl)-3-ethylcarbodiimide hydrochloride), C(CC1=CC=CC=C1)N (Phenethylamine), C(C)(C)(C)OC(=O)NCCCCCC(=O)O (6-tert-butoxycarbonylamino-hexanoic acid), ON1N=NC2=C1C=CC=C2 (1-hydroxybenzotriazole). Run in CN(C=O)C (N,N-dimethylformamide). Conditions: temperature 0 celsius, time 8 hour. Product: C(C)(C)(C)OC(NCCCCCC(NCCC1=CC=CC=C1)=O)=O ((5-phenethylcarbamoyl-pentyl)carbamic acid tert-butyl ester). RXN SMILES: [CH2:1]([NH2:9])[CH2:2][C:3]1[CH:8]=[CH:7][CH:6]=[CH:5][CH:4]=1.[C:10]([O:14][C:15]([NH:17][CH2:18][CH2:19][CH2:20][CH2:21][CH2:22][C:23](O)=[O:24])=[O:16])([CH3:13])([CH3:12])[CH3:11].ON1C2C=CC=CC=2N=N1.Cl.CN(C)CCCN=C=NCC>CN(C)C=O>[C:10]([O:14][C:15](=[O:16])[NH:17][CH2:18][CH2:19][CH2:20][CH2:21][CH2:22][C:23](=[O:24])[NH:9][CH2:1][CH2:2][C:3]1[CH:8]=[CH:7][CH:6]=[CH:5][CH:4]=1)([CH3:13])([CH3:11])[CH3:12] |f:3.4|. Reported procedure: Phenethylamine (340 μL, 4.3 mmol), 6-tert-butoxycarbonylamino-hexanoic acid (1.0 g, 4.3 mmol) and 1-hydroxybenzotriazole (700 mg, 5.1 mmol) were dissolved under nitrogen in N,N-dimethylformamide and cooled to 0° C. 1-(3-Dimethylaminopropyl)-3-ethylcarbodiimide hydrochloride was added and the mixture stirred overnight, allowing to warm to room temperature. The mixture was partitioned between water and isopropyl acetate. The organics were washed with 0.5 M citric acid, then saturated sodium hydrog... The reactants are C(C)(=O)OC1C(C(CC1N1C(=NC2=C1C=C(C(=C2)Cl)Cl)Br)COC(C)=O)OC(C)=O (3-(Acetoxymethyl)-5-(2-bromo-5,6-dichloro-1H-benzimidazol-1-yl)-1,2-cyclopentanediyl diacetate), C([O-])([O-])=O.[Na+].[Na+] (sodium carbonate), C(C)O (ethanol), CO (methanol). The solvent is O (water), C(C)(=O)O (acetic acid). Reaction conditions: time 2.5 hour. Product: BrC1=NC2=C(N1C1CC(C(C1O)O)CO)C=C(C(=C2)Cl)Cl (5-(2-Bromo-5,6-dichloro-1H-benzimidazol-1yl)-3-(hydroxymethyl)-1,2-cyclopentanediol). Isolated yield 61.9%. As a reaction SMILES: C([O:4][CH:5]1[CH:9]([N:10]2[C:14]3[CH:15]=[C:16]([Cl:20])[C:17]([Cl:19])=[CH:18][C:13]=3[N:12]=[C:11]2[Br:21])[CH2:8][CH:7]([CH2:22][O:23]C(=O)C)[CH:6]1[O:27]C(=O)C)(=O)C.C(=O)([O-])[O-].[Na+].[Na+].C(O)C.CO>O.C(O)(=O)C>[Br:21][C:11]1[N:10]([CH:9]2[CH:5]([OH:4])[CH:6]([OH:27])[CH:7]([CH2:22][OH:23])[CH2:8]2)[C:14]2[CH:15]=[C:16]([Cl:20])[C:17]([Cl:19])=[CH:18][C:13]=2[N:12]=1 |f:1.2.3|. Procedure: (±)-(1R*, 2S*, 3S*, 5S*)-3-(Acetoxymethyl)-5-(2-bromo-5,6-dichloro-1H-benzimidazol-1-yl)-1,2-cyclopentanediyl diacetate (600 mg, 1.15 mmol) was added to a stirred mixture of sodium carbonate (122 mg) in water (2 mL)-ethanol (10 mL)-methanol (10 mL). After 2.5 hours at ambient temperature, the pH was adjusted to 7 with glacial acetic acid. Volatiles were removed in vacuo and the residue triturated with water (5 mL) and filtered to give white solid. Recrystallization of the solid from 1:1 ethanol-... The reactants are CCOC=C(C(=O)OCC)C(=O)OCC, COc1cnc(N)c2ccccc12. Product: CCOC(=O)C(=CNc1ncc(OC)c2ccccc12)C(=O)OCC. Reaction SMILES: [CH2:14]([O:15][CH:17]=[C:18]([C:19](=[O:20])[O:21][CH2:22][CH3:23])[C:24](=[O:25])[O:26][CH2:27][CH3:28])[CH3:16].[NH2:1][c:2]1[n:3][cH:4][c:5]([O:12][CH3:13])[c:6]2[cH:7][cH:8][cH:9][cH:10][c:11]12>>[NH:1]([c:2]1[n:3][cH:4][c:5]([O:12][CH3:13])[c:6]2[cH:7][cH:8][cH:9][cH:10][c:11]12)[CH:17]=[C:18]([C:19](=[O:20])[O:21][CH2:22][CH3:23])[C:24](=[O:25])[O:26][CH2:27][CH3:28]. Starting materials: S1CCNCC2=C1C=CC=C2 (2,3,4,5-tetrahydro-1,4-benzothiazepine), C(C)(=O)OC(C)=O (acetic anhydride). Conditions: time 1 hour. Yields the product C(C)(=O)N1CCSC2=C(C1)C=CC=C2 (4-acetyl-2,3,4,5-tetrahydro-1,4-benzothiazepine). RXN SMILES: [S:1]1[C:7]2[CH:8]=[CH:9][CH:10]=[CH:11][C:6]=2[CH2:5][NH:4][CH2:3][CH2:2]1.[C:12](OC(=O)C)(=[O:14])[CH3:13]>>[C:12]([N:4]1[CH2:5][C:6]2[CH:11]=[CH:10][CH:9]=[CH:8][C:7]=2[S:1][CH2:2][CH2:3]1)(=[O:14])[CH3:13]. Procedure details: A solution of 2,3,4,5-tetrahydro-1,4-benzothiazepine (1.5 g, prepared as described in the first paragraph of Example 6 above) in acetic anhydride (15 ml) was stirred at room temperature for one hour. The reaction mixture was poured into ice and extracted with dichloromethane. The organic layer was dried and the solvent removed by evaporation to give 4-acetyl-2,3,4,5-tetrahydro-1,4-benzothiazepine [a compound known as a Friedel Crafts catalyst from Example 46 of EP 368063 (Bayer)]. The product wa... The reactants are solution, C(C)(C)[N-]C(C)C.[Li+] (lithium diisopropylamide), C1(CCCCC1)=O (cyclohexanone), N1C(=NC=C1)CC1=CC=C(C#N)C=C1 (4-[1-(imidazolyl)methyl]benzonitrile), O (water). The solvent is O1CCCC1 (tetrahydrofuran), C(C)(=O)OCC (ethyl acetate), O1CCCC1 (tetrahydrofuran). Run at time 0.5 hour. Product: OC1(CCCCC1)C(C=1NC=CN1)C1=CC=C(C#N)C=C1 (4-[1-hydroxycyclohex1-yl-1-(imidazolyl)methyl]benzonitrile). Isolated yield 96.1%. RXN SMILES: [NH:1]1[CH:5]=[CH:4][N:3]=[C:2]1[CH2:6][C:7]1[CH:14]=[CH:13][C:10]([C:11]#[N:12])=[CH:9][CH:8]=1.C([N-]C(C)C)(C)C.[Li+].[C:23]1(=[O:29])[CH2:28][CH2:27][CH2:26][CH2:25][CH2:24]1.O>O1CCCC1.C(OCC)(=O)C>[OH:29][C:23]1([CH:6]([C:7]2[CH:14]=[CH:13][C:10]([C:11]#[N:12])=[CH:9][CH:8]=2)[C:2]2[NH:1][CH:5]=[CH:4][N:3]=2)[CH2:28][CH2:27][CH2:26][CH2:25][CH2:24]1 |f:1.2|. Reported procedure: 1.83 g of 4-[1-(imidazolyl)methyl]benzonitrile is dissolved in 50 ml of tetrahydrofuran and combined at -50° with 7.3 ml of 1.5-molar solution of lithium diisopropylamide in tetrahydrofuran; the mixture is stirred for 0.5 hour, further stirred with 1.05 g of cyclohexanone for 1 hour at -60°, and heated to 25°. Then water is added, the mixture is diluted with ethyl acetate, washed neutral with water, dried over sodium sulfate, and concentrated to dryness under vacuum, yielding 2.7 g of crude 4-[1... Starting materials: N1(CCCCC1)CCOC1=CC=C(C(=O)C=2C3=C(SC2C2=CC=C(C=C2)OCCN2CCCC2)C=C(C=C3)C#N)C=C1 (3-[4-[2-(1-piperidinyl)ethoxy]benzoyl]-2-[4-[2-(1-pyrrolidinyl)ethoxy]phenyl]benzo[b]thiophene-6-carbonitrile), [H-].[Al+3].[Li+].[H-].[H-].[H-] (lithium aluminum hydride). Solvent: C1CCOC1 (THF). Reaction conditions: time 2.5 hour. Product: NCC=1C=CC2=C(SC(=C2C(O)C2=CC=C(C=C2)OCCN2CCCCC2)C2=CC=C(C=C2)OCCN2CCCC2)C1 (6-(Aminomethyl)-α-[4-[2-(1-piperidinyl)ethoxy]phenyl]-2-[4-[2-(1-pyrrolidinyl)ethoxy]phenyl]benzo[b]thiophene-3-methanol). RXN SMILES: [N:1]1([CH2:7][CH2:8][O:9][C:10]2[CH:42]=[CH:41][C:13]([C:14]([C:16]3[C:17]4[CH:38]=[CH:37][C:36]([C:39]#[N:40])=[CH:35][C:18]=4[S:19][C:20]=3[C:21]3[CH:26]=[CH:25][C:24]([O:27][CH2:28][CH2:29][N:30]4[CH2:34][CH2:33][CH2:32][CH2:31]4)=[CH:23][CH:22]=3)=[O:15])=[CH:12][CH:11]=2)[CH2:6][CH2:5][CH2:4][CH2:3][CH2:2]1.[H-].[Al+3].[Li+].[H-].[H-].[H-]>C1COCC1>[NH2:40][CH2:39][C:36]1[CH:37]=[CH:38][C:17]2[C:16]([CH:14]([C:13]3[CH:12]=[CH:11][C:10]([O:9][CH2:8][CH2:7][N:1]4[CH2:2][CH2:3][CH2:4][CH2:5][CH2:6]4)=[CH:42][CH:41]=3)[OH:15])=[C:20]([C:21]3[CH:22]=[CH:23][C:24]([O:27][CH2:28][CH2:29][N:30]4[CH2:34][CH2:33][CH2:32][CH2:31]4)=[CH:25][CH:26]=3)[S:19][C:18]=2[CH:35]=1 |f:1.2.3.4.5.6|. Procedure: To a solution of 1.35 g (2.3 mol) of 3-[4-[2-(1-piperidinyl)ethoxy]benzoyl]-2-[4-[2-(1-pyrrolidinyl)ethoxy]phenyl]benzo[b]thiophene-6-carbonitrile (Part A) in 30 mL of anhydrous THF under a nitrogen atmosphere was added 414 mg (11.6 mmol) of lithium aluminum hydride. The reaction was stirred for 2.5 hours at room temperature and then quenched with 5 mL of ethyl acetate and 5 mL of saturated aqueous potassium sodium tartrate for 16 h. The reaction mixture was poured into 50 mL of water, saturated... Starting materials: C(C)(=O)OC1C(CC(C1)COC(C)=O)N1C(=NC2=C1C=C(C(=C2)Cl)Cl)Br (4-(Acetoxymethyl)-2-(2-bromo-5,6-dichloro-1H-benzimidazol-1-yl)-cyclopentyl acetate), C([O-])([O-])=O.[Na+].[Na+] (sodium carbonate), C(C)O (ethanol), CO (methanol). Run in O (water), C(C)(=O)O (acetic acid). Conditions: time 2 hour. Product: BrC1=NC2=C(N1C1C(CC(C1)CO)O)C=C(C(=C2)Cl)Cl (2-(2-Bromo-5,6-dichloro-1H-benzimidazol-1-yl)-4-(hydroxymethyl)cyclo-pentanol). Isolated yield 72.0%. Reaction SMILES: C([O:4][CH:5]1[CH2:9][CH:8]([CH2:10][O:11]C(=O)C)[CH2:7][CH:6]1[N:15]1[C:19]2[CH:20]=[C:21]([Cl:25])[C:22]([Cl:24])=[CH:23][C:18]=2[N:17]=[C:16]1[Br:26])(=O)C.C(=O)([O-])[O-].[Na+].[Na+].C(O)C.CO>O.C(O)(=O)C>[Br:26][C:16]1[N:15]([CH:6]2[CH2:7][CH:8]([CH2:10][OH:11])[CH2:9][CH:5]2[OH:4])[C:19]2[CH:20]=[C:21]([Cl:25])[C:22]([Cl:24])=[CH:23][C:18]=2[N:17]=1 |f:1.2.3|. Procedure details: (±)-(1R*, 2R*,4S*)-4-(Acetoxymethyl)-2-(2-bromo-5,6-dichloro-1H-benzimidazol-1-yl)-cyclopentyl acetate (2.75 g, 5.92 mmol) was added to a stirred mixture of sodium carbonate (0.63 g) in water (11 mL)-ethanol (55 mL)-methanol (55 mL). After 2 hours at ambient temperature, the pH was adjusted to 7 with glacial acetic acid. Volatiles were removed in vacuo and the residue triturated with water (30 mL) and filtered to give white solid. Recrystallization of the solid from 1:1 ethanol-methanol gave tit...